Dataset: the Open Reaction Database (ORD), a public repository of structured organic reaction records. Task: describe an organic reaction: reactants, conditions, products, and yield Starting materials: C(N)(=O)C1=C(C=C(C=C1)Cl)NCC(=O)OCC (Ethyl N-(2-carbamoyl-5-chlorophenyl)aminoacetate), N,N'-carbonyldiimidazole, O1CCOCC1 (1,4-dioxane). Reaction conditions: temperature 150 celsius, time 30 minute. Product: ClC1=CC=C2C(NC(N(C2=C1)CC(=O)OCC)=O)=O (ethyl 2-(7-chloro-1,2,3,4-tetrahydro-2,4-dioxoquinazolin-1-yl)acetate). Reaction SMILES: [C:1]([C:4]1[CH:9]=[CH:8][C:7]([Cl:10])=[CH:6][C:5]=1[NH:11][CH2:12][C:13]([O:15][CH2:16][CH3:17])=[O:14])(=[O:3])[NH2:2].[O:18]1CCOC[CH2:19]1>>[Cl:10][C:7]1[CH:6]=[C:5]2[C:4]([C:1](=[O:3])[NH:2][C:19](=[O:18])[N:11]2[CH2:12][C:13]([O:15][CH2:16][CH3:17])=[O:14])=[CH:9][CH:8]=1. Procedure: Ethyl N-(2-carbamoyl-5-chlorophenyl)aminoacetate (357 g) and N,N'-carbonyldiimidazole (451 g) were dissolved in 1,4-dioxane (1.5 l) and 1,4-dioxane was concentrated to a bout 0.5 l by distillation. The resulting mixture was stirred at 150° C. for 30 minutes. After cooling, the precipitated crystals were collected by filtration and washed with ethanol to give ethyl 2-(7-chloro-1,2,3,4-tetrahydro-2,4-dioxoquinazolin-1-yl)acetate (353 g). Starting materials: ClC1=CC=C(C=N1)CC1=CC(=C(C2=CC=CC=C12)OC)C(=O)N[C@@H]1[C@H](CCCC1)O (4-[(6-chloropyridin-3-yl)methyl]-N-[(1S,2S)-2-hydroxycyclohexyl]-1-methoxy-2-naphthamide), N[C@@H]1[C@H](CCCC1)O ((1S,2S)-2-aminocyclohexanol), 426.9. Product: ClC1=CC=C(C=N1)CC1=CC(=C(C2=CC=CC=C12)OC)C(=O)N[C@@H]1[C@H](COCC1)O (4-[(6-Chloropyridin-3-yl)methyl]-N-[(3R,4S)-3-hydroxytetrahydro-2H-pyran-4-yl]-1-methoxy-2-naphthamide). RXN SMILES: [Cl:1][C:2]1[N:7]=[CH:6][C:5]([CH2:8][C:9]2[C:18]3[C:13](=[CH:14][CH:15]=[CH:16][CH:17]=3)[C:12]([O:19][CH3:20])=[C:11]([C:21]([NH:23][C@H:24]3[CH2:29][CH2:28]C[CH2:26][C@@H:25]3[OH:30])=[O:22])[CH:10]=2)=[CH:4][CH:3]=1.N[C@H]1CCCC[C@@H]1[OH:38]>>[Cl:1][C:2]1[N:7]=[CH:6][C:5]([CH2:8][C:9]2[C:18]3[C:13](=[CH:14][CH:15]=[CH:16][CH:17]=3)[C:12]([O:19][CH3:20])=[C:11]([C:21]([NH:23][C@H:24]3[CH2:29][CH2:28][O:38][CH2:26][C@@H:25]3[OH:30])=[O:22])[CH:10]=2)=[CH:4][CH:3]=1. Procedure: The title compound was prepared by the procedure described for the synthesis of 4-[(6-chloropyridin-3-yl)methyl]-N-[(1S,2S)-2-hydroxycyclohexyl]-1-methoxy-2-naphthamide in Example 3, substituting (3R,4S)-4-aminotetrahydro-2H-pyran-3-ol for (1S,2S)-2-aminocyclohexanol. The resultant solid gave a proton NMR spectra consistent with theory and a mass ion (ES+) of 426.9 for [M+H]+: 1H NMR (400 MHz, CDCl3) δ 8.31 (s, 1H), 8.24-8.19 (m, 2H), 7.99 (s, 1H), 7.87-7.84 (m, 1H), 7.62-7.55 (m, 2H), 7.39-7.36... Reactants: COC1=CC=C(CN2N=NN=C2C2=CC=C(C=C2)C2=NNC3=CC=CC=C23)C=C1 (3-(4-(1-(4-methoxybenzyl)-1H-tetrazol-5-yl)phenyl)-1H-indazole), CC(C)(C)[O-].[K+] (t-BuOK), ClC1=C(C(=O)Cl)C(=CC=C1)Cl (2,6-dichlorobenzoyl chloride). Solvent: C1CCOC1 (THF). Reaction conditions: time 15 minute. Yields the product ClC1=C(C(=CC=C1)Cl)C(=O)N1N=C(C2=CC=CC=C12)C1=CC=C(C=C1)C1=NN=NN1CC1=CC=C(C=C1)OC ((2,6-dichlorophenyl)(3-(4-(1-(4-methoxybenzyl)-1H-tetrazol-5-yl)phenyl)-1H-indazol-1-yl)methanone). Reaction SMILES: [CH3:1][O:2][C:3]1[CH:29]=[CH:28][C:6]([CH2:7][N:8]2[C:12]([C:13]3[CH:18]=[CH:17][C:16]([C:19]4[C:27]5[C:22](=[CH:23][CH:24]=[CH:25][CH:26]=5)[NH:21][N:20]=4)=[CH:15][CH:14]=3)=[N:11][N:10]=[N:9]2)=[CH:5][CH:4]=1.CC([O-])(C)C.[K+].[Cl:36][C:37]1[CH:45]=[CH:44][CH:43]=[C:42]([Cl:46])[C:38]=1[C:39](Cl)=[O:40]>C1COCC1>[Cl:36][C:37]1[CH:45]=[CH:44][CH:43]=[C:42]([Cl:46])[C:38]=1[C:39]([N:21]1[C:22]2[C:27](=[CH:26][CH:25]=[CH:24][CH:23]=2)[C:19]([C:16]2[CH:15]=[CH:14][C:13]([C:12]3[N:8]([CH2:7][C:6]4[CH:5]=[CH:4][C:3]([O:2][CH3:1])=[CH:29][CH:28]=4)[N:9]=[N:10][N:11]=3)=[CH:18][CH:17]=2)=[N:20]1)=[O:40] |f:1.2|. Procedure: To a solution of a mixture of regio-isomers of 3-(4-(1-(4-Methoxybenzyl)-1H-tetrazol-5-yl)phenyl)-1H-indazole (Example 20, step i) (50 mg, 0.13 mmol) was dissolved in anhydrous THF (1 ml). After addition of t-BuOK (16 mg, 0.14 mmol,) the reaction mixture was stirred at room temperature for 15 min. Subsequently, 2,6-dichlorobenzoyl chloride (21 μl, 0.14 mmol) was added and the reaction mixture was stirred for another 2 h at room temperature. The solvent was evaporated under reduced pressure, the ... Reactants: ester, Cyclopentenones, C(C1=CC=CC=C1)OCC1=CC=CC=C1 (benzyl ether), C(C)(C)C1=CC(CC1)=O (3-isopropylcyclopentenone), C1(C=CCC1)=O (cyclopentenone), olefin, β-carbon. Product: C(C)(C)C1CC(CC1)=O (3-isopropylcyclopentanone). Yield: 88.0%. Reaction SMILES: C1(=O)CCC=C1.C(OCC1C=CC=CC=1)C1C=CC=CC=1.[CH:22]([C:25]1[CH2:29][CH2:28][C:27](=[O:30])[CH:26]=1)([CH3:24])[CH3:23]>>[CH:22]([CH:25]1[CH2:29][CH2:28][C:27](=[O:30])[CH2:26]1)([CH3:24])[CH3:23]. Procedure details: Cyclopentenones designed to test the tolerance of the catalyst to functional groups and steric hindrance were subjected to the reduction conditions. A cyclopentenone that contained an isolated olefin was successfully reduced in high ee (entry 5). Substrates with either a benzyl ether (entry 6) or an ester (entry 7) were also reduced with high enantioselectivity. Examination of the tolerance of the catalyst to steric hindrance on the substrate revealed that longer reaction times were necessary as... Reactants: C(C)(C)(C)OC(=O)N[C@@H](CN(CC)C[C@@H](CC1=CC=CC=C1)NC(=O)OC(C)(C)C)CC1=CC=CC=C1 (N,N-bis[(2R)-2-(tert-butoxycarbonylamino)-3-phenylpropyl]-N-ethylamine), FC(C(=O)O)(F)F (trifluoroacetic acid), C(OC1=CC=C(C=C1)[N+](=O)[O-])(OCC1=CN=CS1)=O (4-nitrophenyl 1,3-thiazol-5-ylmethyl carbonate). Run in ClCCl (dichloromethane), C(C)(=O)OCC (ethyl acetate). Run at temperature 60 celsius, time 2 hour. The product is C(C)N(C[C@H](CC1=CC=CC=C1)NC(=O)OCC1=CN=CS1)C[C@H](CC1=CC=CC=C1)NC(=O)OCC1=CN=CS1 (N-ethyl-N,N-bis[(2S)-2-(thiazol-5-ylmethoxycarbonylamino)-3-phenylpropyl]amine). Yield: 33.2%. Reaction SMILES: C(OC([NH:8][C@H:9]([CH2:31][C:32]1[CH:37]=[CH:36][CH:35]=[CH:34][CH:33]=1)[CH2:10][N:11]([CH2:14][C@H:15]([NH:23][C:24]([O:26][C:27](C)(C)[CH3:28])=[O:25])[CH2:16][C:17]1[CH:22]=[CH:21][CH:20]=[CH:19][CH:18]=1)[CH2:12][CH3:13])=O)(C)(C)C.FC(F)(F)C(O)=O.[C:45](=[O:63])([O:56][CH2:57][C:58]1[S:62][CH:61]=[N:60][CH:59]=1)OC1C=CC([N+]([O-])=O)=CC=1>ClCCl.C(OCC)(=O)C>[CH2:12]([N:11]([CH2:10][C@@H:9]([NH:8][C:45]([O:56][CH2:57][C:58]1[S:62][CH:61]=[N:60][CH:59]=1)=[O:63])[CH2:31][C:32]1[CH:33]=[CH:34][CH:35]=[CH:36][CH:37]=1)[CH2:14][C@@H:15]([NH:23][C:24]([O:26][CH2:27][C:28]1[S:62][CH:61]=[N:60][CH:59]=1)=[O:25])[CH2:16][C:17]1[CH:22]=[CH:21][CH:20]=[CH:19][CH:18]=1)[CH3:13]. Reported procedure: The product from Example 70E (87 mg, 0.17 mmol) in dichloromethane (1.8 mL) was treated with trifluoroacetic acid (1.0 mL) at ambient temperature. After stirring for 2 hours, the mixture was concentrated and treated with aqueous 10% K2CO3 (2.4 mL). The aqueous solution was extracted with ethyl acetate (3×3 mL). The ethyl acetate extracts were combined and treated with 4-nitrophenyl 1,3-thiazol-5-ylmethyl carbonate [prepared from 4-nitrophenyl 1,3-thiazol-5-ylmethyl carbonate hydrochloride salt (... Starting materials: C1CCOC1, CO, [Li+], COC(=O)c1ccc2c(c1)sc1c(C(N)=O)cnc(N)c12, [OH-], O. Product: NC(=O)c1cnc(N)c2c1sc1cc(C(=O)O)ccc12. As a reaction SMILES: [CH2:27]1[O:28][CH2:29][CH2:30][CH2:31]1.[CH3:22][OH:23].[Li+:25].[NH2:1][c:2]1[n:3][cH:4][c:5]([C:19](=[O:20])[NH2:21])[c:6]2[c:7]1[c:8]1[c:9]([s:10]2)[cH:11][c:12]([C:15](=[O:16])[O:17][CH3:18])[cH:13][cH:14]1.[OH-:24].[OH2:26]>>[NH2:1][c:2]1[n:3][cH:4][c:5]([C:19](=[O:20])[NH2:21])[c:6]2[c:7]1[c:8]1[c:9]([s:10]2)[cH:11][c:12]([C:15](=[O:16])[OH:17])[cH:13][cH:14]1. Reactants: CC(C)Cc1nc2ccc(Br)cc2c(-c2ccccc2)c1CO, O=C1NC(=O)c2ccccc21, Cc1ccccc1, [K], O=S(Cl)Cl. The product is CC(C)Cc1nc2ccc(Br)cc2c(-c2ccccc2)c1CN1C(=O)c2ccccc2C1=O. RXN SMILES: [Br:1][c:2]1[cH:3][c:4]2[c:5](-[c:18]3[cH:19][cH:20][cH:21][cH:22][cH:23]3)[c:6]([CH2:16][OH:17])[c:7]([CH2:12][CH:13]([CH3:14])[CH3:15])[n:8][c:9]2[cH:10][cH:11]1.[C:28]1(=[O:38])[c:29]2[c:30]([cH:34][cH:35][cH:36][cH:37]2)[C:31](=[O:33])[NH:32]1.[CH3:40][c:41]1[cH:42][cH:43][cH:44][cH:45][cH:46]1.[K:39].[S:24]([Cl:25])([Cl:26])=[O:27]>>[Br:1][c:2]1[cH:3][c:4]2[c:5](-[c:18]3[cH:19][cH:20][cH:21][cH:22][cH:23]3)[c:6]([CH2:16][N:32]3[C:28](=[O:38])[c:29]4[c:30]([cH:34][cH:35][cH:36][cH:37]4)[C:31]3=[O:33])[c:7]([CH2:12][CH:13]([CH3:14])[CH3:15])[n:8][c:9]2[cH:10][cH:11]1.